This data is from the Open Reaction Database (ORD), a public repository of structured organic reaction records. The task is: describe an organic reaction: reactants, conditions, products, and yield Reactants: Cc1nccc2[nH]c(=O)c(C(N)=O)cc12, CC(=O)O, NN, O, O. RXN SMILES: [CH3:1][c:2]1[c:3]2[cH:4][c:5]([C:13](=[O:14])[NH2:15])[c:6](=[O:12])[nH:7][c:8]2[cH:9][cH:10][n:11]1.[CH3:20][C:21](=[O:22])[OH:23].[NH2:17][NH2:18].[OH2:16].[OH2:19]>>[CH3:1][c:2]1[c:3]2[cH:4][c:5]([C:13](=[O:14])[NH:15][NH2:17])[c:6](=[O:12])[nH:7][c:8]2[cH:9][cH:10][n:11]1. The product is Cc1nccc2[nH]c(=O)c(C(=O)NN)cc12. Run in C(C)OCC (diethyl ether), C(C)N(CC)CC (triethylamine), CN(C=O)C (dimethylformamide), O (water), C(C)OCC (diethyl ether). As a reaction SMILES: COCC(C1C=CC(N)=CC=1)CC.[I-].C[S+]=C1SCCS1.[S:22]1[CH2:26][CH2:25][S:24][C:23]1=[N:27][C:28]1[CH:33]=[CH:32][C:31]([CH:34]([CH2:37][O:38][CH3:39])[CH2:35][CH3:36])=[CH:30][CH:29]=1.[S:40](=[O:44])(=[O:43])([OH:42])[OH:41]>C(OCC)C.O.C(N(CC)CC)C.CN(C)C=O>[S:40]([OH:44])([OH:43])(=[O:42])=[O:41].[S:22]1[CH2:26][CH2:25][S:24][C:23]1=[N:27][C:28]1[CH:29]=[CH:30][C:31]([CH:34]([CH2:37][O:38][CH3:39])[CH2:35][CH3:36])=[CH:32][CH:33]=1 |f:1.2,9.10|. Conditions: time 3 hour. Procedure details: To a solution of 5.1 g of 4-[1-(methoxymethyl)propyl]aniline and 210 ml of dried dimethylformamide was added 7.25 g of triethylamine. Then, 8.8 g of methyl(1,3-dithiolan-2-ylidene)sulfonium iodide was added and the mixture was allowed to stir at room temperature for 3 hours. The mixture was then poured into water and the resulting aqueous mixture was extracted with 2:1 diethyl ether/ethyl acetate. The organic extract was washed with 0.2 N hydrochloric acid until all unreacted aniline had been re... Starting materials: S(O)(O)(=O)=O (sulfuric acid), COCC(CC)C1=CC=C(N)C=C1 (4-[1-(methoxymethyl)propyl]aniline), [I-].C[S+]=C1SCCS1 (methyl(1,3-dithiolan-2-ylidene)sulfonium iodide), S1C(SCC1)=NC1=CC=C(C=C1)C(CC)COC (N-(1,3-dithiolan-2-ylidene)-4-[1-(methoxymethyl)propyl]aniline). Product: S(=O)(=O)(O)O.S1C(SCC1)=NC1=CC=C(C=C1)C(CC)COC (N-(1,3-dithiolan-2-ylidene)-4-[1-(methoxymethyl)propyl]aniline dihydrogen sulfate). Reactants: COc1cc(-c2noc(C)n2)c(S(C)(=O)=O)cc1OCc1ccccc1, ClCCl, [Cl-], [Cl-], [Cl-], [Cl-], Cl, [Ti+4]. The product is COc1cc(-c2noc(C)n2)c(S(C)(=O)=O)cc1O. Reaction SMILES: [CH2:1]([c:2]1[cH:3][cH:4][cH:5][cH:6][cH:7]1)[O:8][c:9]1[cH:10][c:11]([S:23](=[O:24])(=[O:25])[CH3:26])[c:12](-[c:17]2[n:18][o:19][c:20]([CH3:22])[n:21]2)[cH:13][c:14]1[O:15][CH3:16].[CH2:33]([Cl:34])[Cl:35].[Cl-:28].[Cl-:30].[Cl-:31].[Cl-:32].[ClH:27].[Ti+4:29]>>[OH:8][c:9]1[cH:10][c:11]([S:23](=[O:24])(=[O:25])[CH3:26])[c:12](-[c:17]2[n:18][o:19][c:20]([CH3:22])[n:21]2)[cH:13][c:14]1[O:15][CH3:16]. Starting materials: C(=O)(OC)[C@H]1C[C@H](C1)N=[N+]=[N-] (cis-3-carbomethoxycyclobutylazide), O (water), [OH-].[Na+] (sodium hydroxide). Solvent: CO (methanol). Yields the product N(=[N+]=[N-])[C@H]1C[C@H](C1)C(=O)O (cis 3-Azidocyclobutane carboxylic acid). RXN SMILES: [C:1]([C@@H:5]1[CH2:8][C@H:7]([N:9]=[N+:10]=[N-:11])[CH2:6]1)([O:3]C)=[O:2].O.[OH-].[Na+]>CO>[N:9]([C@@H:7]1[CH2:8][C@H:5]([C:1]([OH:3])=[O:2])[CH2:6]1)=[N+:10]=[N-:11] |f:2.3|. Procedure details: To a solution of cis-3-carbomethoxycyclobutylazide (2.8 g, 18.0 mmol) in methanol (8 ml) was added water (8 ml). The resulting cloudy solution was well stirred and treated dropwise (0.5 h) with an aqueous solution of sodium hydroxide (1N, 18.0 ml) at such a rate that the temperature was kept under 28° C. The reaction mixture was stirred at 23° C. for 2 h and the solvents were evaporated in vacuo to a yellow residue which was diluted with water (12 ml). The aqueous solution was washed with ether ... Reactants: Cc1ccccc1, Cc1ccc2c(n1)C(O)CCC2, [Na+], [OH-], O, BrP(Br)Br. Yields the product Cc1ccc2c(n1)C(Br)CCC2. RXN SMILES: [CH3:20][c:21]1[cH:22][cH:23][cH:24][cH:25][cH:26]1.[CH3:5][c:6]1[n:7][c:8]2[c:13]([cH:14][cH:15]1)[CH2:12][CH2:11][CH2:10][CH:9]2[OH:16].[Na+:19].[OH-:18].[OH2:17].[P:1]([Br:2])([Br:3])[Br:4]>>[Br:2][CH:9]1[c:8]2[n:7][c:6]([CH3:5])[cH:15][cH:14][c:13]2[CH2:12][CH2:11][CH2:10]1.